Dataset: the Open Reaction Database (ORD), a public repository of structured organic reaction records. Task: describe an organic reaction: reactants, conditions, products, and yield Starting materials: O.C1(=CC=C(C=C1)S(=O)(=O)O)C (p-Toluenesulfonic acid monohydrate), O.C1(=CC=C(C=C1)S(=O)(=O)O)C (p-toluenesulfonic acid monohydrate), NC1=C(C=C(C=C1)C#N)NC(C(CC=C)(C)C1=C2C=CN(C2=C(C=C1OC)C)C(=O)OC(C)(C)C)=O ((±)-tert-Butyl 4-(1-((2-amino-5-cyanophenyl)amino)-2-methyl-1-oxopent-4-en-2-yl)-5-methoxy-7-methyl-1H-indole-1-carboxylate), O.C1(=CC=C(C=C1)S(=O)(=O)O)C (p-toluenesulfonic acid monohydrate). Solvent: C1(=CC=CC=C1)C (toluene), O1CCOCC1 (dioxane). Run at temperature 135 celsius. The product is COC=1C(=C2C=CNC2=C(C1)C)C(C)(CC=C)C1=NC2=C(N1)C=CC(=C2)C#N ((±)-2-(2-(5-methoxy-7-methyl-1H-indol-4-yl)pent-4-en-2-yl)-1H-benzo[d]imidazole-5-carbonitrile). RXN SMILES: [NH2:1][C:2]1[CH:7]=[CH:6][C:5]([C:8]#[N:9])=[CH:4][C:3]=1[NH:10][C:11](=O)[C:12]([C:17]1[C:25](OC)=[CH:24][C:23]([CH3:28])=[C:22]2[C:18]=1[CH:19]=[CH:20][N:21]2C(OC(C)(C)C)=O)([CH3:16])[CH2:13][CH:14]=[CH2:15].[OH2:37].[C:38]1(C)C=CC(S(O)(=O)=O)=CC=1>C1(C)C=CC=CC=1.O1CCOCC1>[CH3:38][O:37][C:25]1[C:17]([C:12]([C:11]2[NH:1][C:2]3[CH:7]=[CH:6][C:5]([C:8]#[N:9])=[CH:4][C:3]=3[N:10]=2)([CH2:13][CH:14]=[CH2:15])[CH3:16])=[C:18]2[C:22](=[C:23]([CH3:28])[CH:24]=1)[NH:21][CH:20]=[CH:19]2 |f:1.2|. Procedure details: (±)-tert-Butyl 4-(1-((2-amino-5-cyanophenyl)amino)-2-methyl-1-oxopent-4-en-2-yl)-5-methoxy-7-methyl-1H-indole-1-carboxylate (Example 156-E) (0.36 g, 0.737 mmol) was dissolved in toluene (2.76 mL) and dioxane (0.921 mL). p-Toluenesulfonic acid monohydrate (0.042 g, 0.221 mmol) was then added and the mixture heated at 135° C. for 3 hours. At this point another aliquot of p-toluenesulfonic acid monohydrate (0.030 g) was added and the reaction was heated for 1 hour. At this point another aliquot of ... The reactants are CO, COS(=O)(=O)OC, [Na+], [Na+], O=C([O-])[O-], CCOC(=O)C(=NO)C(C)=O, O. The product is CCOC(=O)C(=NOC)C(C)=O. As a reaction SMILES: [CH3:12][OH:13].[CH3:14][O:15][S:16]([O:17][CH3:18])(=[O:19])=[O:20].[Na+:21].[Na+:22].[O-:23][C:24](=[O:25])[O-:26].[O:1]=[C:2]([C:3]([C:4](=[O:5])[O:6][CH2:7][CH3:8])=[N:9][OH:10])[CH3:11].[OH2:27]>>[O:1]=[C:2]([C:3]([C:4](=[O:5])[O:6][CH2:7][CH3:8])=[N:9][O:10][CH3:14])[CH3:11]. Reactants: N1N=NC2=C1C=CC=C2 (Benzotriazole), ClC1=CC=C(C(=O)N)C=C1 (4-chlorobenzamide), C1(=CC=C(C=C1)S(=O)(=O)O)C (p-toluenesulfonic acid). The product is N1(N=NC2=C1C=CC=C2)C(NC(C2=CC=C(C=C2)Cl)=O)C2CC2 (N-(1H-1,2,3-benzotriazol-1-yl(cyclopropyl)methyl)-4-chlorobenzamide). As a reaction SMILES: [NH:1]1[C:5]2[CH:6]=[CH:7][CH:8]=[CH:9][C:4]=2[N:3]=[N:2]1.[Cl:10][C:11]1[CH:19]=[CH:18][C:14]([C:15]([NH2:17])=[O:16])=[CH:13][CH:12]=1.[C:20]1([CH3:30])[CH:25]=[CH:24]C(S(O)(=O)=O)=CC=1>>[N:1]1([CH:30]([CH:20]2[CH2:25][CH2:24]2)[NH:17][C:15](=[O:16])[C:14]2[CH:18]=[CH:19][C:11]([Cl:10])=[CH:12][CH:13]=2)[C:5]2[CH:6]=[CH:7][CH:8]=[CH:9][C:4]=2[N:3]=[N:2]1. Reported procedure: Benzotriazole, 4-chlorobenzamide, cyclopropanecarboxaldhehyde, and p-toluenesulfonic acid were processed as described in Example 53A to provide the desired product.